Dataset: the Open Reaction Database (ORD), a public repository of structured organic reaction records. Task: describe an organic reaction: reactants, conditions, products, and yield The reactants are CCO, COC(=O)c1c(-c2cccc(F)c2)nn2nc(OC)ccc12, Cl, [Na+], [OH-]. RXN SMILES: [CH3:26][CH2:27][OH:28].[CH3:3][O:4][C:5](=[O:6])[c:7]1[c:8](-[c:18]2[cH:19][c:20]([F:24])[cH:21][cH:22][cH:23]2)[n:9][n:10]2[n:11][c:12]([O:16][CH3:17])[cH:13][cH:14][c:15]12.[ClH:25].[Na+:2].[OH-:1]>>[O:4]=[C:5]([OH:6])[c:7]1[c:8](-[c:18]2[cH:19][c:20]([F:24])[cH:21][cH:22][cH:23]2)[n:9][n:10]2[n:11][c:12]([O:16][CH3:17])[cH:13][cH:14][c:15]12. Yields the product COc1ccc2c(C(=O)O)c(-c3cccc(F)c3)nn2n1. Starting materials: O=C([O-])[O-], CCOC(C)=O, CN(C)C=O, Cl, O=c1[nH]ncn1-c1ccc(OCC(F)(F)C(F)F)cc1, O=[N+]([O-])c1ccc(F)cc1, [K+], [K+], O. Yields the product O=c1n(-c2ccc(OCC(F)(F)C(F)F)cc2)cnn1-c1ccc([N+](=O)[O-])cc1. As a reaction SMILES: [C:31](=[O:32])([O-:33])[O-:34].[CH3:38][CH2:39][O:40][C:41](=[O:42])[CH3:43].[CH3:45][N:46]([CH3:47])[CH:48]=[O:49].[ClH:37].[F:11][C:12]([CH2:13][O:14][c:15]1[cH:16][cH:17][c:18](-[n:21]2[c:22](=[O:26])[nH:23][n:24][cH:25]2)[cH:19][cH:20]1)([CH:27]([F:28])[F:29])[F:30].[F:1][c:2]1[cH:3][cH:4][c:5]([N+:8](=[O:9])[O-:10])[cH:6][cH:7]1.[K+:35].[K+:36].[OH2:44]>>[c:2]1(-[n:23]2[c:22](=[O:26])[n:21](-[c:18]3[cH:17][cH:16][c:15]([O:14][CH2:13][C:12]([F:11])([CH:27]([F:28])[F:29])[F:30])[cH:20][cH:19]3)[cH:25][n:24]2)[cH:3][cH:4][c:5]([N+:8](=[O:9])[O-:10])[cH:6][cH:7]1. Reactants: Cl.N1=C(C=CC=2CCCNC12)CCCCC(=O)O (5-(5,6,7,8-Tetrahydro-[1,8]naphthyridin-2-yl)-pentanoic acid hydrochloride), Cl.Cl.C(C)OC(CC(C=1C=NC2=CC=CC=C2C1)N)=O (3-Amino-3-(quinolin-3-yl)-propionic acid ethyl ester dihydrochloride), CN1CCOCC1 (NMM), C=1C=CC2=C(C1)N=NN2O (HOBT), C(CCl)Cl (EDC). Solvent: CN(C)C=O (DMF), CCOC(=O)C (EtOAc). Conditions: time 8 hour. Product: N1=C(C=CC=2CCCNC12)CCCCC(=O)N[C@@H](CC(=O)OCC)C=1C=NC2=CC=CC=C2C1 (Ethyl 3-(5-(5,6,7,8-tetrahydro-[1,8]-naphthyridin-2-yl)pentanoylamino)-3(S)-(quinolin-3-yl)-propionate). RXN SMILES: Cl.[N:2]1[C:11]2[NH:10][CH2:9][CH2:8][CH2:7][C:6]=2[CH:5]=[CH:4][C:3]=1[CH2:12][CH2:13][CH2:14][CH2:15][C:16]([OH:18])=O.Cl.Cl.[CH2:21]([O:23][C:24](=[O:38])[CH2:25][CH:26]([NH2:37])[C:27]1[CH:28]=[N:29][C:30]2[C:35]([CH:36]=1)=[CH:34][CH:33]=[CH:32][CH:31]=2)[CH3:22].CN1CCOCC1.C1C=CC2N(O)N=NC=2C=1.C(Cl)CCl>CN(C=O)C.CCOC(C)=O>[N:2]1[C:11]2[NH:10][CH2:9][CH2:8][CH2:7][C:6]=2[CH:5]=[CH:4][C:3]=1[CH2:12][CH2:13][CH2:14][CH2:15][C:16]([NH:37][C@H:26]([C:27]1[CH:28]=[N:29][C:30]2[C:35]([CH:36]=1)=[CH:34][CH:33]=[CH:32][CH:31]=2)[CH2:25][C:24]([O:23][CH2:21][CH3:22])=[O:38])=[O:18] |f:0.1,2.3.4|. Procedure details: A mixture of 1-6 (200 mg, 0.74 mmol), 5-7 (202 mg, 0.74 mmol), NMM (366 mL, 3.33 mmol), HOBT (130 mg, 0.96 mmol) and EDC (184 mg, 0.96 mmol) in 2 mL DMF was stirred overnight. After diluting with EtOAc (100 mL), the mixture was washed with sat. NaHCO3, water, and brine, dried (MgSO4), filtered and concentrated, and chromatographed on silica (10% EtOH/EtOAc) providing 5-8 as a colorless glass. Reactants: BrC1=CC=CC(=N1)CN1CCS(CC1)(=O)=O (4-[(6-bromopyridin-2-yl)methyl]thiomorpholine 1,1-dioxide), N1(N=NC2=C1C=CC=C2)CO (1H-1,2,3-benzotriazol-1-ylmethanol), [Li+].CC(C)[N-]C(C)C (LDA). The product is BrC1=CC=CC(=N1)C(CO)N1CCS(CC1)(=O)=O (2-(6-Bromopyridin-2-yl)-2-(1,1-dioxidothiomorpholin-4-yl)ethanol). Reaction SMILES: [Br:1][C:2]1[N:7]=[C:6]([CH2:8][N:9]2[CH2:14][CH2:13][S:12](=[O:16])(=[O:15])[CH2:11][CH2:10]2)[CH:5]=[CH:4][CH:3]=1.N1([CH2:26][OH:27])C2C=CC=CC=2N=N1.[Li+].CC([N-]C(C)C)C>>[Br:1][C:2]1[N:7]=[C:6]([CH:8]([N:9]2[CH2:10][CH2:11][S:12](=[O:15])(=[O:16])[CH2:13][CH2:14]2)[CH2:26][OH:27])[CH:5]=[CH:4][CH:3]=1 |f:2.3|. Procedure: The title compound was prepared as described in Example 3, Step 1 using 4-[(6-bromopyridin-2-yl)methyl]thiomorpholine 1,1-dioxide (2.94 g, 9.63 mmol), 1H-1,2,3-benzotriazol-1-ylmethanol (2.87, 19.17 mmol), and LDA (16 mL of 1.8 M in tetrahydrofuran/heptane/ethylbenzene) as starting materials. LRMS (APCI) calcd for C11H16BrN2O3S [M+H]+: 335.0, Found: 334.9.